The task is: describe an organic reaction: reactants, conditions, products, and yield. This data is from the Open Reaction Database (ORD), a public repository of structured organic reaction records. Reactants: [N+](=O)([O-])C1=CC=C(S1)C=O (5-nitro-2-thiopenecarboxaidehyde), CC(=O)C.OS(=O)(=O)O.O=[Cr](=O)=O (Jones reagent), O (H2O), C(C)(C)O (isopropanol). Run in CC(=O)C (acetone). The product is [N+](=O)([O-])C1=CC=C(S1)C(=O)O (5-Nitro-2-thiophenecarboxylic acid). Reaction SMILES: [N+:1]([C:4]1[S:8][C:7]([CH:9]=[O:10])=[CH:6][CH:5]=1)([O-:3])=[O:2].CC(C)=[O:13].OS(O)(=O)=O.O=[Cr](=O)=O.C(O)(C)C.O>CC(C)=O>[N+:1]([C:4]1[S:8][C:7]([C:9]([OH:13])=[O:10])=[CH:6][CH:5]=1)([O-:3])=[O:2] |f:1.2.3|. Procedure details: To a solution of 5-nitro-2-thiopenecarboxaidehyde (1.00 g, 6.24 mmol) in acetone (50 ml) was added Jones reagent (8N in acetone, 8.12 ml), 65 mmol) at −20° C. After stirring for 1H, 30 ml of isopropanol was added to the mixture. H2O was added to the mixture and extracted with CH2Cl2. The extract was washed with water, brine, dried (Na2So4), and concentrated to give 967 mg (90%) of yellow amorphous.